From a dataset of the Open Reaction Database (ORD), a public repository of structured organic reaction records. describe an organic reaction: reactants, conditions, products, and yield Reactants: CCO, NN, O, CCOC(=O)c1ccc(-n2cccn2)cc1. Product: NNC(=O)c1ccc(-n2cccn2)cc1. Reaction SMILES: [CH3:20][CH2:21][OH:22].[NH2:18][NH2:19].[OH2:17].[n:1]1(-[c:6]2[cH:7][cH:8][c:9]([C:10](=[O:11])[O:12][CH2:13][CH3:14])[cH:15][cH:16]2)[n:2][cH:3][cH:4][cH:5]1>>[n:1]1(-[c:6]2[cH:7][cH:8][c:9]([C:10](=[O:11])[NH:18][NH2:19])[cH:15][cH:16]2)[n:2][cH:3][cH:4][cH:5]1.